From a dataset of the Open Reaction Database (ORD), a public repository of structured organic reaction records. describe an organic reaction: reactants, conditions, products, and yield Reactants: CCOCCn1c(C(=O)C2CCNCC2)nc2ccccc21, COc1cc(C(=O)N2CCC(CCS(C)(=O)=O)(c3ccc(C)c(C)c3)C2)cc(OC)c1OC. The product is CCOCCn1c(C(=O)C2CCN(CCC3(c4ccc(C)c(C)c4)CCN(C(=O)c4cc(OC)c(OC)c(OC)c4)C3)CC2)nc2ccccc21. As a reaction SMILES: [CH2:34]([CH3:35])[O:36][CH2:37][CH2:38][n:39]1[c:40]([C:48](=[O:49])[CH:50]2[CH2:51][CH2:52][NH:53][CH2:54][CH2:55]2)[n:41][c:42]2[c:43]1[cH:44][cH:45][cH:46][cH:47]2.[CH3:1][O:2][c:3]1[cH:4][c:5]([C:6](=[O:7])[N:8]2[CH2:9][C:10]([CH2:13][CH2:14][S:15]([CH3:16])(=[O:17])=[O:18])([c:19]3[cH:20][c:21]([CH3:26])[c:22]([CH3:25])[cH:23][cH:24]3)[CH2:11][CH2:12]2)[cH:27][c:28]([O:32][CH3:33])[c:29]1[O:30][CH3:31]>>[CH3:1][O:2][c:3]1[cH:4][c:5]([C:6](=[O:7])[N:8]2[CH2:9][C:10]([CH2:13][CH2:14][N:53]3[CH2:52][CH2:51][CH:50]([C:48]([c:40]4[n:39]([CH2:38][CH2:37][O:36][CH2:34][CH3:35])[c:43]5[c:42]([n:41]4)[cH:47][cH:46][cH:45][cH:44]5)=[O:49])[CH2:55][CH2:54]3)([c:19]3[cH:20][c:21]([CH3:26])[c:22]([CH3:25])[cH:23][cH:24]3)[CH2:11][CH2:12]2)[cH:27][c:28]([O:32][CH3:33])[c:29]1[O:30][CH3:31]. Starting materials: C(#N)C=1C=C2CC(C(C2=CC1)=O)C (5-cyano-2-methylindan-1-one), C(C)(=O)O (acetic acid), Cl (hydrochloric acid). The solvent is C(C)O (ethanol). Yields the product C(=O)(O)C=1C=C2CC(C(C2=CC1)=O)C (5-carboxy-2-methylindan-1-one). Reaction SMILES: C(C1[CH:4]=[C:5]2[C:9](=[CH:10][CH:11]=1)[C:8](=[O:12])[CH:7]([CH3:13])[CH2:6]2)#N.[C:14]([OH:17])(=[O:16])[CH3:15].Cl>C(O)C>[C:14]([C:15]1[CH:4]=[C:5]2[C:9](=[CH:10][CH:11]=1)[C:8](=[O:12])[CH:7]([CH3:13])[CH2:6]2)([OH:17])=[O:16]. Procedure details: A stirred mixture of 5-cyano-2-methylindan-1-one (9.36 g), glacial acetic acid (90 ml) and concentrated hydrochloric acid (90 ml) was heated under reflux for 20 hours to afford 5-carboxy-2-methylindan-1-one, m.p. 189°-194° C. (from aqueous ethanol). Yields the product FC1=C(C=CC=C1)C1=C(CCCC1)C(=O)OCC (ethyl 2-(2-fluorophenyl)cyclohex-1-enecarboxylate). Run at temperature 80 celsius, time 8 hour. Reactants: FC1=C(C=CC=C1)B(O)O (2-Fluorophenylboronic acid), C(C)O (Ethanol), FC(S(=O)(=O)OC1=C(CCCC1)C(=O)OCC)(F)F (ethyl 2-trifluoromethanesulfonyloxycyclohex-1-enecarboxylate), C([O-])([O-])=O.[Na+].[Na+] (sodium carbonate). Run in C1(=CC=CC=C1)C (toluene). Reagents/catalysts: C=1C=CC(=CC1)[P](C=2C=CC=CC2)(C=3C=CC=CC3)[Pd]([P](C=4C=CC=CC4)(C=5C=CC=CC5)C=6C=CC=CC6)([P](C=7C=CC=CC7)(C=8C=CC=CC8)C=9C=CC=CC9)[P](C=1C=CC=CC1)(C=1C=CC=CC1)C=1C=CC=CC1 (tetrakis(triphenylphosphine)palladium). RXN SMILES: C(O)C.FC(F)(F)S(O[C:10]1[CH2:15][CH2:14][CH2:13][CH2:12][C:11]=1[C:16]([O:18][CH2:19][CH3:20])=[O:17])(=O)=O.[F:23][C:24]1[CH:29]=[CH:28][CH:27]=[CH:26][C:25]=1B(O)O.C(=O)([O-])[O-].[Na+].[Na+]>C1(C)C=CC=CC=1.C1C=CC([P]([Pd]([P](C2C=CC=CC=2)(C2C=CC=CC=2)C2C=CC=CC=2)([P](C2C=CC=CC=2)(C2C=CC=CC=2)C2C=CC=CC=2)[P](C2C=CC=CC=2)(C2C=CC=CC=2)C2C=CC=CC=2)(C2C=CC=CC=2)C2C=CC=CC=2)=CC=1>[F:23][C:24]1[CH:29]=[CH:28][CH:27]=[CH:26][C:25]=1[C:10]1[CH2:15][CH2:14][CH2:13][CH2:12][C:11]=1[C:16]([O:18][CH2:19][CH3:20])=[O:17] |f:3.4.5,^1:49,51,70,89|. Procedure details: Ethanol (100 mL) was added to a solution of ethyl 2-trifluoromethanesulfonyloxycyclohex-1-enecarboxylate obtained in Preparation Example 1-(1) (17.0 g) in toluene (200 mL). 2-Fluorophenylboronic acid (7.74 g) and tetrakis(triphenylphosphine)palladium (1.60 g) were added. A 1 N sodium carbonate solution (55.3 mL) was added, followed by replacement of the reaction atmosphere with nitrogen. The reaction solution was heated to 80° C. and stirred for eight hours. After returning to room temperature, ... Reactants: CCOC(=O)C(C)(C)Br, O=C([O-])[O-], COc1ccc(S)cc1, CN(C)C=O, CCOC(C)=O, [K+], [K+]. The product is CCOC(=O)C(C)(C)Sc1ccc(OC)cc1. Reaction SMILES: [Br:16][C:17]([C:18](=[O:19])[O:20][CH2:21][CH3:22])([CH3:23])[CH3:24].[C:10](=[O:11])([O-:12])[O-:13].[CH3:1][O:2][c:3]1[cH:4][cH:5][c:6]([SH:9])[cH:7][cH:8]1.[CH3:25][N:26]([CH3:27])[CH:28]=[O:29].[CH3:30][CH2:31][O:32][C:33](=[O:34])[CH3:35].[K+:14].[K+:15]>>[CH3:1][O:2][c:3]1[cH:4][cH:5][c:6]([S:9][C:17]([C:18](=[O:19])[O:20][CH2:21][CH3:22])([CH3:23])[CH3:24])[cH:7][cH:8]1. Starting materials: COc1cc(Cl)ccc1CBr, O=C([O-])[O-], COCCOC, [Na+], [Na+], c1ccc(P(c2ccccc2)(c2ccccc2)[Pd](P(c2ccccc2)(c2ccccc2)c2ccccc2)(P(c2ccccc2)(c2ccccc2)c2ccccc2)P(c2ccccc2)(c2ccccc2)c2ccccc2)cc1, OB(O)c1ccncc1. Yields the product COc1cc(Cl)ccc1Cc1ccncc1. Reaction SMILES: [Br:1][CH2:2][c:3]1[c:4]([O:10][CH3:11])[cH:5][c:6]([Cl:9])[cH:7][cH:8]1.[C:21](=[O:22])([O-:23])[O-:24].[CH3:27][O:28][CH2:29][CH2:30][O:31][CH3:32].[Na+:25].[Na+:26].[cH:33]1[cH:34][cH:35][c:36]([P:37]([Pd:38]([P:39]([c:40]2[cH:41][cH:42][cH:43][cH:44][cH:45]2)([c:46]2[cH:47][cH:48][cH:49][cH:50][cH:51]2)[c:52]2[cH:53][cH:54][cH:55][cH:56][cH:57]2)([P:58]([c:59]2[cH:60][cH:61][cH:62][cH:63][cH:64]2)([c:65]2[cH:66][cH:67][cH:68][cH:69][cH:70]2)[c:71]2[cH:72][cH:73][cH:74][cH:75][cH:76]2)[P:77]([c:78]2[cH:79][cH:80][cH:81][cH:82][cH:83]2)([c:84]2[cH:85][cH:86][cH:87][cH:88][cH:89]2)[c:90]2[cH:91][cH:92][cH:93][cH:94][cH:95]2)([c:96]2[cH:97][cH:98][cH:99][cH:100][cH:101]2)[c:102]2[cH:103][cH:104][cH:105][cH:106][cH:107]2)[cH:108][cH:109]1.[n:12]1[cH:13][cH:14][c:15]([B:18]([OH:19])[OH:20])[cH:16][cH:17]1>>[CH2:2]([c:3]1[c:4]([O:10][CH3:11])[cH:5][c:6]([Cl:9])[cH:7][cH:8]1)[c:15]1[cH:14][cH:13][n:12][cH:17][cH:16]1. Starting materials: COC(CC1CCN(CC1)C(=O)OC(C)(C)C)=O (tert-butyl 4-(2-methoxy-2-oxoethyl)piperidine-1-carboxylate), CC#N (CH3CN), [Li]CCCC (n-BuLi), Cl (HCl). The solvent is C1CCOC1 (THF), C1CCOC1 (THF), C1CCOC1 (THF). Conditions: temperature -78 celsius, time 1 hour. The product is C(C)(C)(C)OC(=O)N1CCC(CC1)CC(CC#N)=O (tert-butyl-4-(3-cyano-2-oxopropyl)piperidine-1-carboxylate). As a reaction SMILES: [CH3:1][C:2]#[N:3].[Li]CCCC.CO[C:11](=[O:26])[CH2:12][CH:13]1[CH2:18][CH2:17][N:16]([C:19]([O:21][C:22]([CH3:25])([CH3:24])[CH3:23])=[O:20])[CH2:15][CH2:14]1.Cl>C1COCC1>[C:22]([O:21][C:19]([N:16]1[CH2:15][CH2:14][CH:13]([CH2:12][C:11](=[O:26])[CH2:1][C:2]#[N:3])[CH2:18][CH2:17]1)=[O:20])([CH3:23])([CH3:24])[CH3:25]. Procedure: At −78° C., CH3CN in THF (1505 uL, 28.82 mmoL) was added dropwise to n-BuLi (2.5 M in hexane, 11.52 mL) in THF (40 mL). After stirring at −78° C. for 1 h, tert-butyl 4-(2-methoxy-2-oxoethyl)piperidine-1-carboxylate (Int-12a, 3708 mg, 14.41 mmoL) in THF (10 mL) was added dropwise in 5 min. The mixture was stirred at −78° C. for 1 h and −45° C. for 1 h. At 0° C., 1N HCl was added carefully to adjust the pH to about 7. The mixture was then extracted with ethyl acetate (x2). The combined organic lay... Reactants: O=C(c1ncc[nH]1)c1ncc[nH]1, C[O-], CN(C)C=O, CO, [Na+], OC(=S)c1cccnc1Cc1ccccc1. The product is COC(=S)c1cccnc1Cc1ccccc1. As a reaction SMILES: [C:17]([c:18]1[nH:19][cH:20][cH:21][n:22]1)([c:23]1[nH:24][cH:25][cH:26][n:27]1)=[O:28].[CH3:29][O-:30].[CH3:32][N:33]([CH3:34])[CH:35]=[O:36].[CH3:37][OH:38].[Na+:31].[c:1]1([CH2:7][c:8]2[c:9]([C:10](=[S:11])[OH:12])[cH:13][cH:14][cH:15][n:16]2)[cH:2][cH:3][cH:4][cH:5][cH:6]1>>[c:1]1([CH2:7][c:8]2[c:9]([C:10](=[S:11])[O:12][CH3:17])[cH:13][cH:14][cH:15][n:16]2)[cH:2][cH:3][cH:4][cH:5][cH:6]1.